From a dataset of the Open Reaction Database (ORD), a public repository of structured organic reaction records. describe an organic reaction: reactants, conditions, products, and yield Starting materials: Cl.Cl.NC1CCN(CC1)CC1(CN2C=3C1=C(C=NC3C=CC2=O)F)F ((4R/S)-4-[(4-amino-1-piperidinyl)methyl]-3,4-difluoro-4,5-dihydro-7H-pyrrolo[3,2,1-de]-1,5-naphthyridin-7-one dihydrochloride), O1CCOC=2C=NC(=CC21)CNC2CCN(CC2)CC2(CN1C=3C2=C(C=NC3C=CC1=O)F)F (4-({4-[(2,3-dihydro[1,4]dioxino[2,3-c]pyridin-7-ylmethyl)amino]-1-piperidinyl}methyl)-3,4-difluoro-4,5-dihydro-7H-pyrrolo[3,2,1-de]-1,5-naphthyridin-7-one), free base, NC1CCN(CC1)CC1(CN2C=3C1=C(C=NC3C=CC2=O)F)F (4-[(4-Amino-1-piperidinyl)methyl]-3,4-difluoro-4,5-dihydro-7H-pyrrolo[3,2,1-de]-1,5-naphthyridin-7-one). Product: C(C)(C)N (isopropylamine), O1CCOC=2C=NC(=CC21)CNC2CCN(CC2)CC2(CN1C=3C2=C(C=NC3C=CC1=O)F)F (4-({4-[(2,3-dihydro[1,4]dioxino[2,3-c]pyridin-7-ylmethyl)amino]-1-piperidinyl}methyl)-3,4-difluoro-4,5-dihydro-7H-pyrrolo[3,2,1-de]-1,5-naphthyridin-7-one), NC1CCN(CC1)CC1(CN2C=3C1=C(C=NC3C=CC2=O)F)F (4-[(4-Amino-1-piperidinyl)methyl]-3,4-difluoro-4,5-dihydro-7H-pyrrolo[3,2,1-de]-1,5-naphthyridin-7-one). As a reaction SMILES: Cl.Cl.[NH2:3][CH:4]1[CH2:9]CN(CC2(F)C3=C(F)C=NC4C=CC(=O)N(C=43)C2)C[CH2:5]1.[O:26]1[C:35]2[CH:34]=[C:33]([CH2:36][NH:37][CH:38]3[CH2:43][CH2:42][N:41]([CH2:44][C:45]4([F:59])[C:49]5=[C:50]([F:58])[CH:51]=[N:52][C:53]6[CH:54]=[CH:55][C:56](=[O:57])[N:47]([C:48]=65)[CH2:46]4)[CH2:40][CH2:39]3)[N:32]=[CH:31][C:30]=2[O:29][CH2:28][CH2:27]1.[NH2:60][CH:61]1[CH2:66][CH2:65][N:64]([CH2:67][C:68]2([F:82])[C:72]3=[C:73]([F:81])[CH:74]=[N:75][C:76]4[CH:77]=[CH:78][C:79](=[O:80])[N:70]([C:71]=43)[CH2:69]2)[CH2:63][CH2:62]1>>[CH:4]([NH2:3])([CH3:9])[CH3:5].[O:26]1[C:35]2[CH:34]=[C:33]([CH2:36][NH:37][CH:38]3[CH2:43][CH2:42][N:41]([CH2:44][C:45]4([F:59])[C:49]5=[C:50]([F:58])[CH:51]=[N:52][C:53]6[CH:54]=[CH:55][C:56](=[O:57])[N:47]([C:48]=65)[CH2:46]4)[CH2:40][CH2:39]3)[N:32]=[CH:31][C:30]=2[O:29][CH2:28][CH2:27]1.[NH2:60][CH:61]1[CH2:62][CH2:63][N:64]([CH2:67][C:68]2([F:82])[C:72]3=[C:73]([F:81])[CH:74]=[N:75][C:76]4[CH:77]=[CH:78][C:79](=[O:80])[N:70]([C:71]=43)[CH2:69]2)[CH2:65][CH2:66]1 |f:0.1.2|. Procedure details: 4.3 g of the free base of (4R/S)-4-[(4-amino-1-piperidinyl)methyl]-3,4-difluoro-4,5-dihydro-7H-pyrrolo[3,2,1-de]-1,5-naphthyridin-7-one dihydrochloride was resolved by preparative chiral HPLC into the two enantiomers E1 and E2 using a Cliralpak AD column, eluting with 50:50:0.1 acetonitrile:methanol:isopropylamine, affording enantiomers E1 (first eluting) and E2 (second eluting). Reactants: CN1N=C(C2=CC=C(C=C12)C(F)(F)F)C(=O)OC (methyl 1-methyl-6-(trifluoromethyl)-1H-indazole-3-carboxylate), [OH-].[Na+] (sodium hydroxide), Cl (hydrochloric acid). Solvent: O1CCCC1 (tetrahydrofuran). Run at temperature 90 celsius, time 3 hour. Product: CN1N=C(C2=CC=C(C=C12)C(F)(F)F)C(=O)O (1-methyl-6-(trifluoromethyl)-1H-indazole-3-carboxylic acid). As a reaction SMILES: [CH3:1][N:2]1[C:10]2[C:5](=[CH:6][CH:7]=[C:8]([C:11]([F:14])([F:13])[F:12])[CH:9]=2)[C:4]([C:15]([O:17]C)=[O:16])=[N:3]1.[OH-].[Na+].Cl>O1CCCC1>[CH3:1][N:2]1[C:10]2[C:5](=[CH:6][CH:7]=[C:8]([C:11]([F:13])([F:14])[F:12])[CH:9]=2)[C:4]([C:15]([OH:17])=[O:16])=[N:3]1 |f:1.2|. Procedure details: To a tetrahydrofuran (2 mL) of methyl 1-methyl-6-(trifluoromethyl)-1H-indazole-3-carboxylate (50 mg, 0.19 mmol) was added 2N sodium hydroxide (0.2 ml, 4.0 mmol) at room temperature. The mixture was refluxed at 90° C. with stirring for 3 hours. After being cooled to room temperature, 2N hydrochloric acid was added to the mixture until pH became 4.0. The organic layer was extracted with ethyl acetate, washed with brine, and dried over magnesium sulfate. After the filtration to separate solvent and... Starting materials: CON(C(=O)C=1N(C2=NC=NC(=C2N1)N1CCC(CC1)N1C(NC2=C1C=CC=C2)=O)C)C (N-Methoxy-N,9-dimethyl-6-[4-(2-oxo-2,3-dihydro-1H-benzimidazol-1-yl)piperidin-1-yl]-9H-purine-8-carboxamide), C[Mg]Cl (Methylmagnesium chloride). The solvent is C1CCOC1 (THF). Run at temperature -78 celsius, time 30 minute. Yields the product C(C)(=O)C=1N(C2=NC=NC(=C2N1)N1CCC(CC1)N1C(NC2=C1C=CC=C2)=O)C (1-[1-(8-acetyl-9-methyl-9H-purin-6-yl)piperidin-4-yl]-1,3-dihydro-2H-benzimidazol-2-one). The yield is 32.9%. Reaction SMILES: CON(C)[C:4]([C:6]1[N:7]([CH3:31])[C:8]2[C:13]([N:14]=1)=[C:12]([N:15]1[CH2:20][CH2:19][CH:18]([N:21]3[C:25]4[CH:26]=[CH:27][CH:28]=[CH:29][C:24]=4[NH:23][C:22]3=[O:30])[CH2:17][CH2:16]1)[N:11]=[CH:10][N:9]=2)=[O:5].[CH3:33][Mg]Cl>C1COCC1>[C:4]([C:6]1[N:7]([CH3:31])[C:8]2[C:13]([N:14]=1)=[C:12]([N:15]1[CH2:20][CH2:19][CH:18]([N:21]3[C:25]4[CH:26]=[CH:27][CH:28]=[CH:29][C:24]=4[NH:23][C:22]3=[O:30])[CH2:17][CH2:16]1)[N:11]=[CH:10][N:9]=2)(=[O:5])[CH3:33]. Procedure: N-Methoxy-N,9-dimethyl-6-[4-(2-oxo-2,3-dihydro-1H-benzimidazol-1-yl)piperidin-1-yl]-9H-purine-8-carboxamide (30 mg, 0.07 mmol) was dissolved into THF (2 mL) under nitrogen and cooled to −78° C. Methylmagnesium chloride (3 M in THF; 0.046 mL, 0.14 mmol) was added to the reaction mixture. The reaction was stirred at −78° C. for 30 minutes and slowly warmed to room temperature. After 1 hour, the crude reaction mixture was concentrated, diluted with ethyl acetate, washed with water and saturated pot... Reactants: C1CCOC1, CCOC(C)=O, O=C(N1CC(CCl)c2c1cc([N+](=O)[O-])c1cc(S(=O)(=O)Cl)ccc21)C(F)(F)F, Cl, N, O. The product is NS(=O)(=O)c1ccc2c3c(cc([N+](=O)[O-])c2c1)N(C(=O)C(F)(F)F)CC3CCl. RXN SMILES: [CH2:32]1[O:33][CH2:34][CH2:35][CH2:36]1.[CH3:37][CH2:38][O:39][C:40]([CH3:41])=[O:42].[Cl:2][CH2:3][CH:4]1[CH2:5][N:6]([C:24]([C:25]([F:26])([F:27])[F:28])=[O:29])[c:7]2[cH:8][c:9]([N+:21](=[O:22])[O-:23])[c:10]3[c:11]([c:12]21)[cH:13][cH:14][c:15]([S:17](=[O:18])(=[O:19])[Cl:20])[cH:16]3.[ClH:31].[NH3:1].[OH2:30]>>[NH2:1][S:17]([c:15]1[cH:14][cH:13][c:11]2[c:10]([c:9]([N+:21](=[O:22])[O-:23])[cH:8][c:7]3[c:12]2[CH:4]([CH2:3][Cl:2])[CH2:5][N:6]3[C:24]([C:25]([F:26])([F:27])[F:28])=[O:29])[cH:16]1)(=[O:18])=[O:19]. Reactants: NC(=O)CBr, O=C([O-])[O-], CN(C1=NC(=O)C(=Cc2ccc3c(cnn3Cc3ccc(C(F)(F)F)cc3C(F)(F)F)c2)S1)C1CNC(CO)C1, [K+], [K+], CN(C)C=O. The product is CN(C1=NC(=O)C(=Cc2ccc3c(cnn3Cc3ccc(C(F)(F)F)cc3C(F)(F)F)c2)S1)C1CC(CO)N(CC(N)=O)C1. As a reaction SMILES: [Br:47][CH2:48][C:49](=[O:50])[NH2:51].[C:41](=[O:42])([O-:43])[O-:44].[F:1][C:2]([c:3]1[c:4]([CH2:5][n:6]2[n:7][cH:8][c:9]3[cH:10][c:11]([CH:15]=[C:16]4[C:17](=[O:30])[N:18]=[C:19]([N:21]([CH3:22])[CH:23]5[CH2:24][NH:25][CH:26]([CH2:28][OH:29])[CH2:27]5)[S:20]4)[cH:12][cH:13][c:14]23)[cH:31][cH:32][c:33]([C:35]([F:36])([F:37])[F:38])[cH:34]1)([F:39])[F:40].[K+:45].[K+:46].[O:52]=[CH:53][N:54]([CH3:55])[CH3:56]>>[F:1][C:2]([c:3]1[c:4]([CH2:5][n:6]2[n:7][cH:8][c:9]3[cH:10][c:11]([CH:15]=[C:16]4[C:17](=[O:30])[N:18]=[C:19]([N:21]([CH3:22])[CH:23]5[CH2:24][N:25]([CH2:48][C:49](=[O:50])[NH2:51])[CH:26]([CH2:28][OH:29])[CH2:27]5)[S:20]4)[cH:12][cH:13][c:14]23)[cH:31][cH:32][c:33]([C:35]([F:36])([F:37])[F:38])[cH:34]1)([F:39])[F:40]. Starting materials: S1CCC(CC1)C1=C(C=C(C=C1F)N1C(O[C@H](C1)CN1N=NC(=C1)C)=O)F ((5R)-3-[4-(Tetrahydro-2H-thiopyran-4-yl)-3,5-difluorophenyl]-5-[(4-methyl-1,2,3-triazol-1-yl)methyl]oxazolidin-2-one), I(=O)(=O)(=O)[O-].[Na+] (sodium periodate), Intermediates 42, C(C)#N (acetonitrile). The solvent is O (water). The product is FC=1C=C(C=C(C1C1CCS(CC1)=O)F)N1C(O[C@H](C1)CN1N=NC(=C1)C)=O ((5R)-3-[3,5-Difluoro-4-(1-oxo-tetrahydro-2H-thiopyran-4-yl)phenyl]-5-[(4-methyl-1,2,3-triazol-1-yl)methyl]oxazolidin-2-one). Yield: 10.2%. As a reaction SMILES: [S:1]1[CH2:6][CH2:5][CH:4]([C:7]2[C:12]([F:13])=[CH:11][C:10]([N:14]3[CH2:18][C@H:17]([CH2:19][N:20]4[CH:24]=[C:23]([CH3:25])[N:22]=[N:21]4)[O:16][C:15]3=[O:26])=[CH:9][C:8]=2[F:27])[CH2:3][CH2:2]1.I([O-])(=O)(=O)=[O:29].[Na+].C(#N)C>O>[F:13][C:12]1[CH:11]=[C:10]([N:14]2[CH2:18][C@H:17]([CH2:19][N:20]3[CH:24]=[C:23]([CH3:25])[N:22]=[N:21]3)[O:16][C:15]2=[O:26])[CH:9]=[C:8]([F:27])[C:7]=1[CH:4]1[CH2:5][CH2:6][S:1](=[O:29])[CH2:2][CH2:3]1 |f:1.2|. Procedure details: (5R)-3-[4-(Tetrahydro-2H-thiopyran-4-yl)-3,5-difluorophenyl]-5[(4-methyl-1,2,3-triazol-1-yl)methyl]oxazolidin-2-one (Example 24) (1.0 g, 2.5 mmol) was oxidized with sodium periodate (0.6 g, 2.8 mmol) as described for Intermediates 42 and 43. Reverse Phase chromatography with 10-25% acetonitrile in water containing 0.1% trifluoroacetic acid gave the Z-isomer as the first eluting product (105 mg), followed by elution of the E-isomer (60 mg) of the title compound. Starting materials: [F-].[K+] (potassium fluoride), BrC1=NC=C(C(=C1)I)F (2-bromo-5-fluoro-4-iodopyridine), CN1CCCC1 (N-methylpyrrolidine), FC(F)(F)[Si](C)(C)C (trifluoromethyltrimethylsilane), N (ammonia). Reagents/catalysts: [Cu](I)I (Copper iodide). Reaction conditions: time 20 minute. Product: BrC1=NC=C(C(=C1)C(F)(F)F)F (2-bromo-5-fluoro-4-trifluoromethylpyridine). The yield is 49.5%. As a reaction SMILES: [F-].[K+].CN1CCCC1.[F:9][C:10]([Si](C)(C)C)([F:12])[F:11].[Br:17][C:18]1[CH:23]=[C:22](I)[C:21]([F:25])=[CH:20][N:19]=1.N>[Cu](I)I>[Br:17][C:18]1[CH:23]=[C:22]([C:10]([F:12])([F:11])[F:9])[C:21]([F:25])=[CH:20][N:19]=1 |f:0.1|. Procedure details: Copper iodide (1.51 g) and potassium fluoride (0.46 g) were subjected to a reduced pressure (1 Ton) using a vacuum pump, and were heated with a heat gun for 20 minutes while stirring slowly. Under the argon atmosphere, 13 ml of N-methylpyrrolidine and 1.13 g of trifluoromethyltrimethylsilane were added at room temperature, and a temperature was elevated to 50° C. over 20 minutes. After further stirring for 1 hour, 2 g of 2-bromo-5-fluoro-4-iodopyridine was added, and the mixture was stirred for ... Starting materials: C(C)(=O)C1=CC=2SC3=CC(=CC=C3OC2C=C1)Br (2-Acetyl-8-bromophenoxathiin), cuprous cyanide, CN(C=O)C (N,N-dimethylformamide). Solvent: O (water). Product: C(C)(=O)C1=CC=2SC3=CC(=CC=C3OC2C=C1)C#N (2-Acetyl-8-cyanophenoxathiin). As a reaction SMILES: [C:1]([C:4]1[CH:17]=[CH:16][C:15]2[O:14][C:13]3[C:8](=[CH:9][C:10](Br)=[CH:11][CH:12]=3)[S:7][C:6]=2[CH:5]=1)(=[O:3])[CH3:2].[CH3:19][N:20](C)C=O>O>[C:1]([C:4]1[CH:17]=[CH:16][C:15]2[O:14][C:13]3[C:8](=[CH:9][C:10]([C:19]#[N:20])=[CH:11][CH:12]=3)[S:7][C:6]=2[CH:5]=1)(=[O:3])[CH3:2]. Procedure details: A mixture of 2-acetyl-8-bromophenoxathiin (from Example 4, Step 1) (1.73 g, 5.39 mmol) and cuprous cyanide (1.94 g, 21.6 mmol) in N,N-dimethylformamide (DMF, 15 mL) was refluxed for 7 hours. After cooling, the mixture was diluted with water and the precipitated solid filtered. This solid was boiled with ethyl acetate (100 mL) and filtered. The process was repeated with THF (100 mL, then 50 mL) and the combined filtrates evaporated to afford a yellow solid. This was purified by column chromatogra...